From a dataset of the Open Reaction Database (ORD), a public repository of structured organic reaction records. describe an organic reaction: reactants, conditions, products, and yield The reactants are FC1=C(C(=C(C=C1)C=COCCCC)OCOC)[C@@H]1[C@@H](C1)NC(=O)NC1=NC=C(C=C1)Cl ((+,−)-N-(cis-2-(2-fluoro-5-butoxyvinyl-6-methoxymethoxyph enyl)cyclopropyl)-N′-(5-chloropyrid-2-yl)-urea), O (water). The reagents and catalysts are Cl (hydrochloric acid). The solvent is O1CCOCC1 (dioxane). Reaction conditions: time 15 minute. Product: C(C)(=O)C=1C=CC(=C(C1OCOC)[C@@H]1[C@@H](C1)NC(=O)NC1=NC=C(C=C1)Cl)F ((+,−)-N-(cis-2-(5-Acetyl-2-fluoro-6-methoxymethoxy-phenyl)cyclopropyl)-N′-(5-chloropyrid-2-yl)-urea). Reaction SMILES: [F:1][C:2]1[CH:7]=[CH:6][C:5]([CH:8]=[CH:9]OCCCC)=[C:4]([O:15][CH2:16][O:17][CH3:18])[C:3]=1[C@H:19]1[CH2:21][C@H:20]1[NH:22][C:23]([NH:25][C:26]1[CH:31]=[CH:30][C:29]([Cl:32])=[CH:28][N:27]=1)=[O:24].[OH2:33]>O1CCOCC1.Cl>[C:8]([C:5]1[CH:6]=[CH:7][C:2]([F:1])=[C:3]([C@H:19]2[CH2:21][C@H:20]2[NH:22][C:23]([NH:25][C:26]2[CH:31]=[CH:30][C:29]([Cl:32])=[CH:28][N:27]=2)=[O:24])[C:4]=1[O:15][CH2:16][O:17][CH3:18])(=[O:33])[CH3:9]. Reported procedure: (+,−)-N-(cis-2-(2-fluoro-5-butoxyvinyl-6-methoxymethoxy)-cyclopropyl)-N′-(5-chloropyrid-2-yl)-urea (Example 55) was dissolved in dioxane and a few drops of dilute hydrochloric acid was added. The solution was stirred for 15 minutes, was diluted water and evaporated. The residue was co-evaporated with water to yield the title product as a solid. 1H-NMR CDCl3 1.3 (q, 1H) 1.5 (q, 1H) 2.1 (q, 1H) 2.5 (s, 3H) 3.4 (m, 1H) 3.5 (s, 3H) 5.1 (m, 2H) 6.8 (m, 2H) 7.4-7.6 (m, 2H) 7.8 (d, 1H) 9.1 (bs, 1H) 9.8... RXN SMILES: [CH2:29]([Al+:30][CH2:31][CH:32]([CH3:33])[CH3:34])[CH:35]([CH3:36])[CH3:37].[CH3:21][c:22]1[cH:23][cH:24][cH:25][cH:26][cH:27]1.[CH3:38][OH:39].[CH:1]1([O:6][c:7]2[cH:8][c:9]([C:15]3=[CH:16][C:17](=[O:20])[CH2:18][CH2:19]3)[cH:10][cH:11][c:12]2[O:13][CH3:14])[CH2:2][CH2:3][CH2:4][CH2:5]1.[H-:28].[cH:40]1[cH:41][cH:42][cH:43][cH:44][cH:45]1>>[CH:1]1([O:6][c:7]2[cH:8][c:9]([C:15]3=[CH:16][CH:17]([OH:20])[CH2:18][CH2:19]3)[cH:10][cH:11][c:12]2[O:13][CH3:14])[CH2:2][CH2:3][CH2:4][CH2:5]1. The reactants are CC(C)C[Al+]CC(C)C, Cc1ccccc1, CO, COc1ccc(C2=CC(=O)CC2)cc1OC1CCCC1, [H-], c1ccccc1. The product is COc1ccc(C2=CC(O)CC2)cc1OC1CCCC1. Starting materials: NCCC1=NC(=C2N=CN(C2=N1)[C@@H]1O[C@@H]([C@H]([C@H]1O[Si](C)(C)C(C)(C)C)O[Si](C)(C)C(C)(C)C)COC)NCC(C1=CC=CC=C1)C1=CC=CC=C1 (N-{2-(2-aminoethyl)-9-[(2R,3R,4R,5R)-3,4-bis{[tert-butyl(dimethyl)silyl]oxy}-5-(methoxymethyl)tetrahydro-2-furanyl]-9H-purin-6-yl)-N-(2,2-diphenylethyl)amine), C1(CC1)C=O (cyclopropanecarbaldehyde), C(C)(=O)O[BH-](OC(C)=O)OC(C)=O.[Na+] (sodium triacetoxyborohydride). Solvent: O1CCCC1 (tetrahydrofuran). Product: [Si](C)(C)(C(C)(C)C)O[C@H]1[C@@H](O[C@@H]([C@H]1O[Si](C)(C)C(C)(C)C)COC)N1C2=NC(=NC(=C2N=C1)NCC(C1=CC=CC=C1)C1=CC=CC=C1)CCNCC1CC1 (N-(9-[(2R,3R,4R,5R)-3,4-Bis{[tert-butyl(dimethyl)silyl]oxy}-5-(methoxymethyl)tetrahydro-2-furanyl]-2-{2-[(cyclopropylmethyl)amino]ethyl}-9H-purin-6-yl)-N-(2,2-diphenylethyl)amine). Isolated yield 78.8%. Reaction SMILES: [NH2:1][CH2:2][CH2:3][C:4]1[N:12]=[C:11]2[C:7]([N:8]=[CH:9][N:10]2[C@H:13]2[C@H:17]([O:18][Si:19]([C:22]([CH3:25])([CH3:24])[CH3:23])([CH3:21])[CH3:20])[C@H:16]([O:26][Si:27]([C:30]([CH3:33])([CH3:32])[CH3:31])([CH3:29])[CH3:28])[C@@H:15]([CH2:34][O:35][CH3:36])[O:14]2)=[C:6]([NH:37][CH2:38][CH:39]([C:46]2[CH:51]=[CH:50][CH:49]=[CH:48][CH:47]=2)[C:40]2[CH:45]=[CH:44][CH:43]=[CH:42][CH:41]=2)[N:5]=1.[CH:52]1([CH:55]=O)[CH2:54][CH2:53]1.C(O[BH-](OC(=O)C)OC(=O)C)(=O)C.[Na+]>O1CCCC1>[Si:19]([O:18][C@@H:17]1[C@H:16]([O:26][Si:27]([C:30]([CH3:31])([CH3:32])[CH3:33])([CH3:29])[CH3:28])[C@@H:15]([CH2:34][O:35][CH3:36])[O:14][C@H:13]1[N:10]1[CH:9]=[N:8][C:7]2[C:11]1=[N:12][C:4]([CH2:3][CH2:2][NH:1][CH2:55][CH:52]1[CH2:54][CH2:53]1)=[N:5][C:6]=2[NH:37][CH2:38][CH:39]([C:40]1[CH:45]=[CH:44][CH:43]=[CH:42][CH:41]=1)[C:46]1[CH:47]=[CH:48][CH:49]=[CH:50][CH:51]=1)([C:22]([CH3:23])([CH3:24])[CH3:25])([CH3:21])[CH3:20] |f:2.3|. Reported procedure: The title compound was prepared by a similar method to example 5 from N-{2-(2-aminoethyl)-9-[(2R,3R,4R,5R)-3,4-bis{[tert-butyl(dimethyl)silyl]oxy}-5-(methoxymethyl)tetrahydro-2-furanyl]-9H-purin-6-yl)-N-(2,2-diphenylethyl)amine (430 mg, 0.58 mmol) (preparation 18), cyclopropanecarbaldehyde (45 mg, 0.64 mmol) and sodium triacetoxyborohydride (270 mg, 1.27 mmol) in tetrahydrofuran (10 ml). The product was purified by column chromatography on silica gel eluting with a solvent gradient of dichlorome...